From a dataset of the Open Reaction Database (ORD), a public repository of structured organic reaction records. describe an organic reaction: reactants, conditions, products, and yield Starting materials: C1(=CC=C(C=C1)\C(=C/CO)\C1=CC=CC=C1)C1=CC=CC=C1 ((Z)-3-biphenyl-4-yl-3-phenyl-prop-2-en-1-ol), C1(=CC=CC=C1)P(C1=CC=CC=C1)C1=CC=CC=C1 (triphenylphosphine), C(C)OC([C@H](CC1=CC=C(C=C1)O)OCC)=O ((2S)-2-ethoxy-3-(4-hydroxy-phenyl)-propionic acid ethyl ester), N(=NC(=O)OCC)C(=O)OCC (diethyl azodicarboxylate). Yields the product C(C)OC([C@H](CC1=CC=C(C=C1)OC\C=C(\C1=CC=CC=C1)/C1=CC=C(C=C1)C1=CC=CC=C1)OCC)=O ((Z)-(2S)-3-[4-(3-Biphenyl-4-yl-3-phenyl-allyloxy)-phenyl]-2-ethoxy-propionic acid ethyl ester). The yield is 52.6%. Reaction SMILES: [C:1]1([C:17]2[CH:22]=[CH:21][CH:20]=[CH:19][CH:18]=2)[CH:6]=[CH:5][C:4](/[C:7](/[C:11]2[CH:16]=[CH:15][CH:14]=[CH:13][CH:12]=2)=[CH:8]\[CH2:9][OH:10])=[CH:3][CH:2]=1.C1(P(C2C=CC=CC=2)C2C=CC=CC=2)C=CC=CC=1.[CH2:42]([O:44][C:45](=[O:58])[C@@H:46]([O:55][CH2:56][CH3:57])[CH2:47][C:48]1[CH:53]=[CH:52][C:51](O)=[CH:50][CH:49]=1)[CH3:43].N(C(OCC)=O)=NC(OCC)=O>>[CH2:42]([O:44][C:45](=[O:58])[C@@H:46]([O:55][CH2:56][CH3:57])[CH2:47][C:48]1[CH:53]=[CH:52][C:51]([O:10][CH2:9]/[CH:8]=[C:7](\[C:4]2[CH:3]=[CH:2][C:1]([C:17]3[CH:18]=[CH:19][CH:20]=[CH:21][CH:22]=3)=[CH:6][CH:5]=2)/[C:11]2[CH:16]=[CH:15][CH:14]=[CH:13][CH:12]=2)=[CH:50][CH:49]=1)[CH3:43]. Reported procedure: Reaction of (Z)-3-biphenyl-4-yl-3-phenyl-prop-2-en-1-ol (171 mg, 0.60 mmol), triphenylphosphine (142 mg, 0.63 mmol), (2S)-2-ethoxy-3-(4-hydroxy-phenyl)-propionic acid ethyl ester (149 mg, 0.63 mmol) and diethyl azodicarboxylate (95 mg, 0.55 mmol) in an identical manner to example 1 gave the title compound (160 mg, 53%). Starting materials: [C-]#N.[K+] (Potassium cyanide), BrCC1=CC=C2CCN(C2=C1)S(=O)(=O)C1=C(C=C(C=C1C)OC)C (6-(bromomethyl)-1-(4-methoxy-2,6-dimethylphenylsulfonyl)indoline). Run in CO (methanol), O (water), C(C)(=O)OCC (ethyl acetate). Yields the product COC1=CC(=C(C(=C1)C)S(=O)(=O)N1CCC2=CC=C(C=C12)CC#N)C (2-(1-(4-Methoxy-2,6-dimethylphenylsulfonyl)indolin-6-yl)acetonitrile). As a reaction SMILES: [C-:1]#[N:2].[K+].Br[CH2:5][C:6]1[CH:14]=[C:13]2[C:9]([CH2:10][CH2:11][N:12]2[S:15]([C:18]2[C:23]([CH3:24])=[CH:22][C:21]([O:25][CH3:26])=[CH:20][C:19]=2[CH3:27])(=[O:17])=[O:16])=[CH:8][CH:7]=1>CO.O.C(OCC)(=O)C>[CH3:26][O:25][C:21]1[CH:22]=[C:23]([CH3:24])[C:18]([S:15]([N:12]2[C:13]3[C:9](=[CH:8][CH:7]=[C:6]([CH2:5][C:1]#[N:2])[CH:14]=3)[CH2:10][CH2:11]2)(=[O:17])=[O:16])=[C:19]([CH3:27])[CH:20]=1 |f:0.1|. Procedure details: Potassium cyanide (0.133 g, 0.0020 mol) was added to a solution of 6-(bromomethyl)-1-(4-methoxy-2,6-dimethylphenylsulfonyl)indoline (0.7 g, 0.0017 mol) in methanol (14 ml) and water (2 ml), and the resulting reaction mixture was refluxed for 4 h. The mixture was then diluted with ethyl acetate (400 ml) and washed with saturated sodium chloride solution (2×), water (2×), saturated iron sulfate solution and finally with saturated sodium chloride solution. It was then dried (Na2SO4), filtered and c...